The task is: describe an organic reaction: reactants, conditions, products, and yield. This data is from the Open Reaction Database (ORD), a public repository of structured organic reaction records. Reactants: CCO, CCOC(=O)CCN(C)C(=O)c1ccc(NC(c2sc3cnccc3c2C)C2CCCCC2)cc1, [Na+], C1CCOC1, [OH-]. Yields the product Cc1c(C(Nc2ccc(C(=O)N(C)CCC(=O)O)cc2)C2CCCCC2)sc2cnccc12. Reaction SMILES: [CH3:43][CH2:44][OH:45].[CH:1]1([CH:7]([c:8]2[c:9]([CH3:17])[c:10]3[c:11]([cH:12][n:13][cH:14][cH:15]3)[s:16]2)[NH:18][c:19]2[cH:20][cH:21][c:22]([C:25](=[O:26])[N:27]([CH2:28][CH2:29][C:30](=[O:31])[O:32][CH2:33][CH3:34])[CH3:35])[cH:23][cH:24]2)[CH2:2][CH2:3][CH2:4][CH2:5][CH2:6]1.[Na+:42].[O:36]1[CH2:37][CH2:38][CH2:39][CH2:40]1.[OH-:41]>>[CH:1]1([CH:7]([c:8]2[c:9]([CH3:17])[c:10]3[c:11]([cH:12][n:13][cH:14][cH:15]3)[s:16]2)[NH:18][c:19]2[cH:20][cH:21][c:22]([C:25](=[O:26])[N:27]([CH2:28][CH2:29][C:30](=[O:31])[OH:32])[CH3:35])[cH:23][cH:24]2)[CH2:2][CH2:3][CH2:4][CH2:5][CH2:6]1. The reactants are [Cl-].[Cl-].[Cl-].[Al+3] (aluminum trichloride), FC=1C=C2CCC(C2=CC1)=O (5-fluoro-2,3-dihydro-1H-inden-1-one), Cl (HCl), BrBr (bromine). The solvent is ClC(C)Cl (dichloroethane), ClC(C)Cl (dichloroethane), C(C)OCC (Diethyl ether). Conditions: temperature 70 celsius, time 5 minute. Product: BrC1=C2CCC(C2=CC=C1F)=O (4-bromo-5-fluoro-2,3-dihydro-1H-inden-1-one). RXN SMILES: [Cl-].[Cl-].[Cl-].[Al+3].[F:5][C:6]1[CH:7]=[C:8]2[C:12](=[CH:13][CH:14]=1)[C:11](=[O:15])[CH2:10][CH2:9]2.[Br:16]Br.Cl>ClC(Cl)C.C(OCC)C>[Br:16][C:7]1[C:6]([F:5])=[CH:14][CH:13]=[C:12]2[C:8]=1[CH2:9][CH2:10][C:11]2=[O:15] |f:0.1.2.3|. Procedure details: A solution of aluminum trichloride (11.10 g, 83.00 mmol) in dichloroethane (100 mL) was slowly added a solution of 5-fluoro-2,3-dihydro-1H-inden-1-one (5 g, 33.3 mmol) in dichloroethane (10 mL) at ambient temperature and stirred for 5 minutes, followed with the addition of bromine (2.57 mL, 50.0 mmol). The resulting dark red mixture was heated at 70° C. for 2 hours. The reaction mixture was cooled to ambient temperature and poured into a mixture of ice and HCl (1N, 50 mL). Diethyl ether (300 mL)... The reactants are B([C@@H]1CCCN1C(=O)[C@H](C(C)C)N)(O)O.CS(=O)(=O)O (Pt-100), C(C)(=O)OCC(=O)COC(C)=O (1,3-diacetoxyacetone), CC(C)(C)OC (TBME), C(=O)(OCC)C=P(C1=CC=CC=C1)(C1=CC=CC=C1)C1=CC=CC=C1 (carbethoxymethylene triphenylphosphorane), CC(C)(C)OC (TBME). Run in CCCCCCC (heptane), C1(=CC=CC=C1)C (toluene), CCCCCCC.C(C)(=O)OCC (heptane ethyl acetate). Reaction conditions: time 1 hour. Yields the product C(C)OC(C=C(COC(C)=O)COC(C)=O)=O (4-acetoxy-3-acetoxymethyl-but-2-enoic acid ethyl ester). Isolated yield 97.5%. RXN SMILES: B(O)(O)[C@H]1N(C([C@@H](N)C(C)C)=O)CCC1.CS(O)(=O)=O.[C:21]([O:24][CH2:25][C:26]([CH2:28][O:29][C:30](=[O:32])[CH3:31])=O)(=[O:23])[CH3:22].CC(OC)(C)C.[C:39]([CH:44]=P(C1C=CC=CC=1)(C1C=CC=CC=1)C1C=CC=CC=1)([O:41][CH2:42][CH3:43])=[O:40]>CCCCCCC.C(OCC)(=O)C.C1(C)C=CC=CC=1.CCCCCCC>[CH2:42]([O:41][C:39](=[O:40])[CH:44]=[C:26]([CH2:25][O:24][C:21](=[O:23])[CH3:22])[CH2:28][O:29][C:30](=[O:32])[CH3:31])[CH3:43] |f:0.1,5.6|. Reported procedure: A 3.5 L reactor equipped with a mechanical stirrer, a Pt-100 thermometer and a nitrogen inlet was charged with 127 g (731 mmol) 1,3-diacetoxyacetone, 1.95 L TBME and 309 g (877 mmol) carbethoxymethylene triphenylphosphorane. The solution was refluxed for 5 h, then allowed to cool to RT during 14 h. Then TBME was exchanged with 2.3 L heptane at 40° C./300 mbar and the mixture was stirred overnight at RT before 400 ml toluene was added. The suspension was stirred for 1 h at RT, then 2 h at 0-4° C.... Starting materials: [Li]CCCC, O=Cc1ccc(OCc2ccccc2)cc1, [Cl-], CC1(C)Cc2cc(F)cc(C[P+](c3ccccc3)(c3ccccc3)c3ccccc3)c2O1, C1CCOC1. The product is CC1(C)Cc2cc(F)cc(C=Cc3ccc(OCc4ccccc4)cc3)c2O1. As a reaction SMILES: [CH2:34]([Li:35])[CH2:36][CH2:37][CH3:38].[CH2:39]([c:40]1[cH:41][cH:42][cH:43][cH:44][cH:45]1)[O:46][c:47]1[cH:48][cH:49][c:50]([CH:51]=[O:52])[cH:53][cH:54]1.[Cl-:1].[F:2][c:3]1[cH:4][c:5]([CH2:14][P+:15]([c:16]2[cH:17][cH:18][cH:19][cH:20][cH:21]2)([c:22]2[cH:23][cH:24][cH:25][cH:26][cH:27]2)[c:28]2[cH:29][cH:30][cH:31][cH:32][cH:33]2)[c:6]2[c:7]([cH:13]1)[CH2:8][C:9]([CH3:11])([CH3:12])[O:10]2.[O:55]1[CH2:56][CH2:57][CH2:58][CH2:59]1>>[F:2][c:3]1[cH:4][c:5]([CH:14]=[CH:51][c:50]2[cH:49][cH:48][c:47]([O:46][CH2:39][c:40]3[cH:41][cH:42][cH:43][cH:44][cH:45]3)[cH:54][cH:53]2)[c:6]2[c:7]([cH:13]1)[CH2:8][C:9]([CH3:11])([CH3:12])[O:10]2.